This data is from the Open Reaction Database (ORD), a public repository of structured organic reaction records. The task is: describe an organic reaction: reactants, conditions, products, and yield The reactants are Cc1cc(Nc2ncnc3ccc(C#CCO)cc23)ccc1Oc1cccnc1, Cc1ccccc1, COCCO[Al+]OCCOC, COCCO[AlH2-]OCCOC, [H-], [H-], [Na+], [Na+], C1CCOC1. Product: Cc1cc(Nc2ncnc3ccc(C=CCO)cc23)ccc1Oc1cccnc1. RXN SMILES: [CH3:1][c:2]1[cH:3][c:4]([NH:15][c:16]2[n:17][cH:18][n:19][c:20]3[cH:21][cH:22][c:23]([C:26]#[C:27][CH2:28][OH:29])[cH:24][c:25]23)[cH:5][cH:6][c:7]1[O:8][c:9]1[cH:10][n:11][cH:12][cH:13][cH:14]1.[CH3:30][c:31]1[cH:32][cH:33][cH:34][cH:35][cH:36]1.[CH3:38][O:39][CH2:40][CH2:41][O:42][Al+:43][O:44][CH2:45][CH2:46][O:47][CH3:48].[CH3:52][O:53][CH2:54][CH2:55][O:56][AlH2-:57][O:58][CH2:59][CH2:60][O:61][CH3:62].[H-:37].[H-:50].[Na+:49].[Na+:51].[O:63]1[CH2:64][CH2:65][CH2:66][CH2:67]1>>[CH3:1][c:2]1[cH:3][c:4]([NH:15][c:16]2[n:17][cH:18][n:19][c:20]3[cH:21][cH:22][c:23]([CH:26]=[CH:27][CH2:28][OH:29])[cH:24][c:25]23)[cH:5][cH:6][c:7]1[O:8][c:9]1[cH:10][n:11][cH:12][cH:13][cH:14]1. The reactants are C(CCCCC)C=1C=CC(=C(C1)O)OC1=CC=CC=C1 (5-hexyl-2-phenoxyphenol), C(CCCCC)C1=CC(=C(C=C1)OC1=CC=CC=C1)OC (4-hexyl-2-methoxy-1-phenoxybenzene), COC1=C(C=CC(=C1)CCCCCCCC)OC1=CC=CC=C1 (2-methoxy-4-octyl-1-phenoxybenzene). The product is C(CCCCCCC)C=1C=CC(=C(C1)O)OC1=CC=CC=C1 (5-octyl-2-phenoxyphenol). RXN SMILES: C(C1C=CC(OC2C=CC=CC=2)=C(O)C=1)CCCCC.C(C1C=CC(OC2C=CC=CC=2)=C(OC)C=1)CCCCC.C[O:43][C:44]1[CH:49]=[C:48]([CH2:50][CH2:51][CH2:52][CH2:53][CH2:54][CH2:55][CH2:56][CH3:57])[CH:47]=[CH:46][C:45]=1[O:58][C:59]1[CH:64]=[CH:63][CH:62]=[CH:61][CH:60]=1>>[CH2:50]([C:48]1[CH:47]=[CH:46][C:45]([O:58][C:59]2[CH:64]=[CH:63][CH:62]=[CH:61][CH:60]=2)=[C:44]([OH:43])[CH:49]=1)[CH2:51][CH2:52][CH2:53][CH2:54][CH2:55][CH2:56][CH3:57]. Reported procedure: The procedure as described above for synthesis of (5a) was used, except that compound (4a) was replaced with compound (4b). 1H NMR (300 MHz) (CDCl3) δ 7.43-6.72 (m, 8H), 5.58 (s, 1H), 2.66-2.61 (t, 2H), 1.71-1.66 (m, 2H), 1.39-1.35 (m, 10H), 0.99-0.95 (t, 3H). The reactants are [C@@H]([C@H](C(=O)[O-])O)(C(=O)[O-])O.[Na+].[K+] (Rochelle's salt), N1C(CCCC2=C1C=CC=C2)=O (1,3,4,5-tetrahydro-2H-1-benzazepin-2-one), [H-].[H-].[H-].[H-].[Li+].[Al+3] (LAH). Run in C1CCOC1 (THF), CCOCC (ether). Conditions: time 2 hour. Product: N1CCCCC2=C1C=CC=C2 (2,3,4,5-tetrahydro-1H-1-benzazepine). Isolated yield 97.6%. RXN SMILES: [NH:1]1[C:7]2[CH:8]=[CH:9][CH:10]=[CH:11][C:6]=2[CH2:5][CH2:4][CH2:3][C:2]1=O.[H-].[H-].[H-].[H-].[Li+].[Al+3].[C@H](O)(C([O-])=O)[C@@H](O)C([O-])=O.[Na+].[K+]>C1COCC1.CCOCC>[NH:1]1[C:7]2[CH:8]=[CH:9][CH:10]=[CH:11][C:6]=2[CH2:5][CH2:4][CH2:3][CH2:2]1 |f:1.2.3.4.5.6,7.8.9|. Procedure: A solution of 1,3,4,5-tetrahydro-2H-1-benzazepin-2-one (2.71 g, 16.7 mmol) in THF (40 mL) was added dropwise to a suspension of LAH (1.27 g, 33.4 mmol) in ether (150 mL) at room temperature. The mixture was refluxed for 16 h. Saturated Rochelle's salt solution (15 mL) was added to the mixture cooled with an ice-water bath. The mixture was stirred for 2 hrs and the two layers were separated. The aqueous layer was extracted with ether (2×25 mL). The combined organic layer was dried (Na2SO4), conce... The reactants are P(Br)(Br)Br (phosphorus tribromide), C1(C=CCCCCC1)CO (2-cyclooctenylcarbinol), N1=CC=CC=C1 (Pyridine). Run in petroleum ether, petroleum ether, O (water). Reaction conditions: temperature -10 celsius, time 2 day. Product: C1(C=CCCCCC1)CBr (2-cyclooctenyl methyl bromide). RXN SMILES: P(Br)(Br)[Br:2].[CH:5]1([CH2:13]O)[CH2:12][CH2:11][CH2:10][CH2:9][CH2:8][CH:7]=[CH:6]1.N1C=CC=CC=1>O>[CH:5]1([CH2:13][Br:2])[CH2:12][CH2:11][CH2:10][CH2:9][CH2:8][CH:7]=[CH:6]1. Procedure: A solution of phosphorus tribromide (1.02 cm3 ; 0.0105 m) in 40 to 60 petroleum ether (5 cm3) was added dropwise to a solution of 2-cyclooctenylcarbinol (2.8 g; 0.02 m) (fraction 9 above) and AR. Pyridine (0.104 g; 0.0013 m) in petroleum ether (15 cm3) stirred and cooled to -10° C. After addition the mixture was allowed to warm to room temperature and stood for 2 days. The reaction mixture was treated with water (50 cm3) and the organic layer separated. The aqueous layer was extracted with 40 to...